This data is from the Open Reaction Database (ORD), a public repository of structured organic reaction records. The task is: describe an organic reaction: reactants, conditions, products, and yield Reactants: FC(F)(Br)Br, CCOCC, CC(C)(C=O)COCc1ccc(F)c(Oc2ccccc2)c1, CN(C)P(N(C)C)N(C)C, COCCOCCOCCOC. The product is CC(C)(C=C(F)F)COCc1ccc(F)c(Oc2ccccc2)c1. RXN SMILES: [Br:11][C:12]([F:13])([F:14])[Br:15].[CH2:38]([O:39][CH2:40][CH3:41])[CH3:42].[CH3:16][C:17]([CH:18]=[O:19])([CH2:20][O:21][CH2:22][c:23]1[cH:24][c:25]([O:30][c:31]2[cH:32][cH:33][cH:34][cH:35][cH:36]2)[c:26]([F:29])[cH:27][cH:28]1)[CH3:37].[CH3:1][N:2]([CH3:3])[P:4]([N:5]([CH3:6])[CH3:7])[N:8]([CH3:9])[CH3:10].[CH3:43][O:44][CH2:45][CH2:46][O:47][CH2:48][CH2:49][O:50][CH2:51][CH2:52][O:53][CH3:54]>>[C:12]([F:13])([F:14])=[CH:18][C:17]([CH3:16])([CH2:20][O:21][CH2:22][c:23]1[cH:24][c:25]([O:30][c:31]2[cH:32][cH:33][cH:34][cH:35][cH:36]2)[c:26]([F:29])[cH:27][cH:28]1)[CH3:37]. Reactants: ClC=1C=C(C=CC1F)B(O)O ((3-Chloro-4-fluorophenyl)boronic acid), N1(CCNCC1)C(=O)OC(C)(C)C (tert-butyl piperazine-1-carboxylate), O.C(C=O)(=O)O (glyoxylic acid monohydrate). Run in C(Cl)Cl (DCM). The product is C(C)(C)(C)OC(=O)N1CCN(CC1)C(C(=O)O)C1=CC(=C(C=C1)F)Cl ([4-(tert-butoxycarbonyl)piperazin-1-yl](3-chloro-4-fluorophenyl)acetic acid), title compound. The yield is 82.0%. Reaction SMILES: [Cl:1][C:2]1[CH:3]=[C:4](B(O)O)[CH:5]=[CH:6][C:7]=1[F:8].[N:12]1([C:18]([O:20][C:21]([CH3:24])([CH3:23])[CH3:22])=[O:19])[CH2:17][CH2:16][NH:15][CH2:14][CH2:13]1.O.[C:26]([OH:30])(=[O:29])[CH:27]=O>C(Cl)Cl>[C:21]([O:20][C:18]([N:12]1[CH2:17][CH2:16][N:15]([CH:27]([C:4]2[CH:5]=[CH:6][C:7]([F:8])=[C:2]([Cl:1])[CH:3]=2)[C:26]([OH:30])=[O:29])[CH2:14][CH2:13]1)=[O:19])([CH3:24])([CH3:23])[CH3:22] |f:2.3|. Procedure details: The requisite [4-(tert-butoxycarbonyl)piperazin-1-yl](3-chloro-4-fluorophenyl)acetic acid was synthesized using the following method. (3-Chloro-4-fluorophenyl)boronic acid (440 mg, 2.52 mmol), tert-butyl piperazine-1-carboxylate (469 mg, 2.52 mmol) and glyoxylic acid monohydrate (232 mg, 2.52 mmol) were reacted together in DCM (10 mL) at reflux overnight. The volatiles were removed under reduced pressure. Chromatography of the residue on SiO2 (0-10% MeOH:DCM) afforded the title compound (767 mg,... Starting materials: Cc1nn(C)c(C(=O)O)c1Nc1ccccc1[N+](=O)[O-], CNc1ccccc1, [Cl-], C1COCCO1. Product: Cc1nn(C)c(C(=O)N(C)c2ccccc2)c1Nc1ccccc1[N+](=O)[O-]. Reaction SMILES: [CH3:10][n:11]1[n:12][c:13]([CH3:29])[c:14]([NH:19][c:20]2[c:21]([N+:26](=[O:27])[O-:28])[cH:22][cH:23][cH:24][cH:25]2)[c:15]1[C:16](=[O:17])[OH:18].[CH3:1][NH:2][c:3]1[cH:4][cH:5][cH:6][cH:7][cH:8]1.[Cl-:9].[O:30]1[CH2:31][CH2:32][O:33][CH2:34][CH2:35]1>>[CH3:1][N:2]([c:3]1[cH:4][cH:5][cH:6][cH:7][cH:8]1)[C:16]([c:15]1[n:11]([CH3:10])[n:12][c:13]([CH3:29])[c:14]1[NH:19][c:20]1[c:21]([N+:26](=[O:27])[O-:28])[cH:22][cH:23][cH:24][cH:25]1)=[O:17]. The reactants are [Al+3], [Cl-], [Cl-], [Cl-], Cc1ccc(-c2nc(Cl)nc(-c3ccc(C)cc3C)n2)c(C)c1, ClCC(Cl)(Cl)Cl, Oc1ccc(Cl)c(O)c1, Cl, O. Yields the product Cc1ccc(-c2nc(-c3ccc(C)cc3C)nc(-c3cc(Cl)c(O)cc3O)n2)c(C)c1. Reaction SMILES: [Al+3:31].[Cl-:30].[Cl-:32].[Cl-:33].[Cl:1][c:2]1[n:3][c:4](-[c:16]2[c:17]([CH3:23])[cH:18][c:19]([CH3:22])[cH:20][cH:21]2)[n:5][c:6](-[c:8]2[c:9]([CH3:15])[cH:10][c:11]([CH3:14])[cH:12][cH:13]2)[n:7]1.[Cl:24][CH2:25][C:26]([Cl:27])([Cl:28])[Cl:29].[Cl:34][c:35]1[c:36]([OH:42])[cH:37][c:38]([OH:39])[cH:40][cH:41]1.[ClH:43].[OH2:44]>>[c:2]1(-[c:40]2[c:38]([OH:39])[cH:37][c:36]([OH:42])[c:35]([Cl:34])[cH:41]2)[n:3][c:4](-[c:16]2[c:17]([CH3:23])[cH:18][c:19]([CH3:22])[cH:20][cH:21]2)[n:5][c:6](-[c:8]2[c:9]([CH3:15])[cH:10][c:11]([CH3:14])[cH:12][cH:13]2)[n:7]1. The solvent is C(C)(C)O (isopropanol). Yield: 77.5%. Yields the product BrC=1C=2N(C=CC1)C=C(N2)C2=CC=C(C=C2)C(C)(C)C (8-Bromo-2-(4-tert-butyl-phenyl)-imidazo[1,2-a]pyridine). Procedure details: 2-Amino-3-bromopyridine (0.250 g, 1.45 mmol) and 4-tert-butylphenacyl chloride (0.306 g, 1.45 mmol) were dissolved in isopropanol (4.5 mL) and treated with sodium bicarbonate (0.146 g, 1.74 mmol). The mixture was stirred in a sealed tube at 80° C. for 48 h. The mixture was concentrated under reduced pressure and redissolved in ethyl acetate (30 mL). The organic mixture was washed with water and saturated sodium chloride, dried over magnesium sulfate, filtered and concentrated under reduced press... The reactants are NC1=NC=CC=C1Br (2-Amino-3-bromopyridine), C(C)(C)(C)C1=CC=C(C(CCl)=O)C=C1 (4-tert-butylphenacyl chloride), C([O-])(O)=O.[Na+] (sodium bicarbonate). Reaction conditions: temperature 80 celsius, time 48 hour. Reaction SMILES: [NH2:1][C:2]1[C:7]([Br:8])=[CH:6][CH:5]=[CH:4][N:3]=1.[C:9]([C:13]1[CH:22]=[CH:21][C:16]([C:17](=O)[CH2:18]Cl)=[CH:15][CH:14]=1)([CH3:12])([CH3:11])[CH3:10].C(=O)(O)[O-].[Na+]>C(O)(C)C>[Br:8][C:7]1[C:2]2[N:3]([CH:18]=[C:17]([C:16]3[CH:15]=[CH:14][C:13]([C:9]([CH3:12])([CH3:11])[CH3:10])=[CH:22][CH:21]=3)[N:1]=2)[CH:4]=[CH:5][CH:6]=1 |f:2.3|. The reactants are ClCC=1NC(=C(C(C1C(=O)OCC)C1=CC(=CC=C1)[N+](=O)[O-])C(=O)OCC)C (2-chlorometyl-3,5-dicarboethoxy-4-(m-nitrophenyl)-6-methyl-1,4-dihydropyridine), [I-].[K+] (potassium iodide). Run in CC(=O)C (acetone). Run at time 24 hour. Yields the product ICC=1NC(=C(C(C1C(=O)OCC)C1=CC(=CC=C1)[N+](=O)[O-])C(=O)OCC)C (2-iodomethyl-3,5-dicarboethoxy-4-(m-nitrophenyl)-6-methyl-1,4-dihydropyridine). The yield is 36.0%. As a reaction SMILES: Cl[CH2:2][C:3]1[NH:4][C:5]([CH3:28])=[C:6]([C:23]([O:25][CH2:26][CH3:27])=[O:24])[CH:7]([C:14]2[CH:19]=[CH:18][CH:17]=[C:16]([N+:20]([O-:22])=[O:21])[CH:15]=2)[C:8]=1[C:9]([O:11][CH2:12][CH3:13])=[O:10].[I-:29].[K+]>CC(C)=O>[I:29][CH2:2][C:3]1[NH:4][C:5]([CH3:28])=[C:6]([C:23]([O:25][CH2:26][CH3:27])=[O:24])[CH:7]([C:14]2[CH:19]=[CH:18][CH:17]=[C:16]([N+:20]([O-:22])=[O:21])[CH:15]=2)[C:8]=1[C:9]([O:11][CH2:12][CH3:13])=[O:10] |f:1.2|. Reported procedure: A mixture of 2-chlorometyl-3,5-dicarboethoxy-4-(m-nitrophenyl)-6-methyl-1,4-dihydropyridine (0.5 g) and potassium iodide (1 g) in acetone (5 ml) is stirred at room temperature for 24 hours, then it is filtered, concentrated under reduced pressure and the residue purified by column chromatography on silica gel (20 g, eluent: hexane/AcOEt 80/20) to give 0.22 g of 2-iodomethyl-3,5-dicarboethoxy-4-(m-nitrophenyl)-6-methyl-1,4-dihydropyridine as an oil. Reactants: CC1CN(c2ccc(C(N)=O)cc2)CC(C)N1, CC1CNCC(C)N1, O=C(O)CC1OCCc2ccccc21, NC(=O)c1ccc(N2CCN(CCC3OCCc4ccccc43)CC2)cc1, CC1COC(CCCl)c2ccccc21. The product is CC1CN(c2ccc(C(N)=O)cc2)CC(C)N1CCC1OCCc2ccccc21. RXN SMILES: [CH3:15][CH:16]1[CH2:17][N:18]([c:23]2[cH:24][cH:25][c:26]([C:27](=[O:28])[NH2:29])[cH:30][cH:31]2)[CH2:19][CH:20]([CH3:22])[NH:21]1.[CH3:73][CH:74]1[CH2:75][NH:76][CH2:77][CH:78]([CH3:79])[NH:80]1.[CH:1]1([CH2:11][C:12]([OH:13])=[O:14])[O:2][CH2:3][CH2:4][c:5]2[cH:6][cH:7][cH:8][cH:9][c:10]21.[CH:32]1([CH2:33][CH2:34][N:35]2[CH2:36][CH2:37][N:38]([c:39]3[cH:40][cH:41][c:42]([C:43]([NH2:44])=[O:45])[cH:46][cH:47]3)[CH2:48][CH2:49]2)[c:50]2[c:51]([cH:52][cH:53][cH:54][cH:55]2)[CH2:56][CH2:57][O:58]1.[Cl:59][CH2:60][CH2:61][CH:62]1[c:63]2[c:64]([cH:65][cH:66][cH:67][cH:68]2)[CH:69]([CH3:70])[CH2:71][O:72]1>>[CH:1]1([CH2:11][CH2:12][N:21]2[CH:16]([CH3:15])[CH2:17][N:18]([c:23]3[cH:24][cH:25][c:26]([C:27](=[O:28])[NH2:29])[cH:30][cH:31]3)[CH2:19][CH:20]2[CH3:22])[O:2][CH2:3][CH2:4][c:5]2[cH:6][cH:7][cH:8][cH:9][c:10]21. The reactants are C(C)(C)(C)[C@H]1CC[C@H](CC1)C(=O)NC(CC)C=1C(NC(=NN1)C1=CC(=CC=C1)[N+](=O)[O-])=O (cis-4-tert-Butyl-N-{1-[3-(3-nitrophenyl)-5-oxo-4,5-dihydro-1,2,4-triazin-6-yl]-propyl}cyclohexanecarboxamide), P(=O)(Cl)(Cl)Cl (phosphoric trichloride). The product is C(C)(C)(C)C1CCC(CC1)C1=NC(=C2C(NC(=NN21)C2=CC(=CC=C2)[N+](=O)[O-])=O)CC (7-(4-tert-Butylcyclohexyl)-5-ethyl-2-(3-nitrophenyl)imidazo[5,1-f][1,2,4]triazin-4(3H)-one). As a reaction SMILES: [C:1]([C@@H:5]1[CH2:10][CH2:9][C@H:8]([C:11]([NH:13][CH:14]([C:17]2[C:18](=[O:32])[NH:19][C:20]([C:23]3[CH:28]=[CH:27][CH:26]=[C:25]([N+:29]([O-:31])=[O:30])[CH:24]=3)=[N:21][N:22]=2)[CH2:15][CH3:16])=O)[CH2:7][CH2:6]1)([CH3:4])([CH3:3])[CH3:2].P(Cl)(Cl)(Cl)=O>>[C:1]([CH:5]1[CH2:10][CH2:9][CH:8]([C:11]2[N:22]3[C:17]([C:18](=[O:32])[NH:19][C:20]([C:23]4[CH:28]=[CH:27][CH:26]=[C:25]([N+:29]([O-:31])=[O:30])[CH:24]=4)=[N:21]3)=[C:14]([CH2:15][CH3:16])[N:13]=2)[CH2:7][CH2:6]1)([CH3:4])([CH3:3])[CH3:2]. Reported procedure: In analogy to the procedure for Example 21A, 5.1 g (11.6 mmol) crude cis-4-tert-butyl-N-{1-[3-(3-nitrophenyl)-5-oxo-4,5-dihydro-1,2,4-triazin-6-yl]propyl}cyclo-hexanecarboxamide (Example 20A), 2.7 g (17.4 mmol) phosphoric trichloride are stirred at reflux for 3 hours and proportionate amounts of the solvents are used.